Task: describe an organic reaction: reactants, conditions, products, and yield. Dataset: the Open Reaction Database (ORD), a public repository of structured organic reaction records Starting materials: CC(C)(C)OC(=O)C(CCO[Si](C)(C)C(C)(C)C)C(O)CCc1ccc(I)cc1, COc1ccc(COC(=N)C(Cl)(Cl)Cl)cc1, C1CCOC1. The product is COc1ccc(COC(CCc2ccc(I)cc2)C(CCO[Si](C)(C)C(C)(C)C)C(=O)OC(C)(C)C)cc1. Reaction SMILES: [CH3:1][C:2]([CH3:3])([CH3:4])[Si:5]([O:6][CH2:7][CH2:8][CH:9]([C:10](=[O:11])[O:12][C:13]([CH3:14])([CH3:15])[CH3:16])[CH:17]([CH2:18][CH2:19][c:20]1[cH:21][cH:22][c:23]([I:26])[cH:24][cH:25]1)[OH:27])([CH3:28])[CH3:29].[Cl:30][C:31]([Cl:32])([Cl:33])[C:43](=[NH:44])[O:45][CH2:34][c:35]1[cH:36][cH:37][c:38]([O:41][CH3:42])[cH:39][cH:40]1.[O:46]1[CH2:47][CH2:48][CH2:49][CH2:50]1>>[CH3:1][C:2]([CH3:3])([CH3:4])[Si:5]([O:6][CH2:7][CH2:8][CH:9]([C:10](=[O:11])[O:12][C:13]([CH3:14])([CH3:15])[CH3:16])[CH:17]([CH2:18][CH2:19][c:20]1[cH:21][cH:22][c:23]([I:26])[cH:24][cH:25]1)[O:27][CH2:34][c:35]1[cH:36][cH:37][c:38]([O:41][CH3:42])[cH:39][cH:40]1)([CH3:28])[CH3:29]. The reactants are CCN=C=NCCCN(C)C.Cl (EDCI hydrochloride), FC(OC=1C(=C(C=CC1)/C=C/C=1N=C2SC=CN2C1C(=O)O)OCC(C)(C)C)F (6-{(E)-2-[3-(Difluoromethoxy)-2-(2,2-dimethylpropoxy)phenyl]vinyl}imidazo[2,1-b][1,3]thiazole-5-carboxylic acid), S1C(=NC2=C1CCC2)N (5,6-dihydro-4H-cyclopenta[d][1,3]thiazol-2-amine). The reagents and catalysts are CN(C)C=1C=CN=CC1 (DMAP). Run in C1CCOC1 (THF), CN(C)C=O (DMF). Product: CC(COC1=C(C=CC=C1OC(F)F)/C=C/C=1N=C2SC=CN2C1C(=O)NC=1SC2=C(N1)CCC2)(C)C (6-{(E)-2-[2-(2,2-Dimethylpropoxy)-3-(difluoromethoxy)phenyl]vinyl}-N-(5,6-dihydro-4H-cyclopenta[d][1,3]thiazol-2-yl)imidazo[2,1-b][1,3]thiazole-5-carboxamide), product. As a reaction SMILES: [F:1][CH:2]([F:29])[O:3][C:4]1[C:5]([O:23][CH2:24][C:25]([CH3:28])([CH3:27])[CH3:26])=[C:6](/[CH:10]=[CH:11]/[C:12]2[N:13]=[C:14]3[N:18]([C:19]=2[C:20]([OH:22])=O)[CH:17]=[CH:16][S:15]3)[CH:7]=[CH:8][CH:9]=1.[S:30]1[C:34]2[CH2:35][CH2:36][CH2:37][C:33]=2[N:32]=[C:31]1[NH2:38].CCN=C=NCCCN(C)C.Cl>CN(C1C=CN=CC=1)C.C1COCC1.CN(C=O)C>[CH3:26][C:25]([CH3:28])([CH3:27])[CH2:24][O:23][C:5]1[C:4]([O:3][CH:2]([F:29])[F:1])=[CH:9][CH:8]=[CH:7][C:6]=1/[CH:10]=[CH:11]/[C:12]1[N:13]=[C:14]2[N:18]([C:19]=1[C:20]([NH:38][C:31]1[S:30][C:34]3[CH2:35][CH2:36][CH2:37][C:33]=3[N:32]=1)=[O:22])[CH:17]=[CH:16][S:15]2 |f:2.3|. Reported procedure: The title compound was prepared according to the general procedure (Method B) by coupling Intermediate 7A (100 mg, 0.236 mmol) with 5,6-dihydro-4H-cyclopenta[d][1,3]thiazol-2-amine (37 mg, 0.260 mmol) in the presence of EDCI hydrochloride (91 mg, 0.472 mmol) and DMAP (26 mg, 0.236 mmol) in a mixture of THF and DMF (1:1, 4 mL) to give 20 mg of the product as an off-white solid; 1H NMR (300 MHz, DMSO-d6) δ 1.07 (s, 9H), 2.42-2.52 (m, 2H), 2.75-2.81 (m, 4H), 3.58 (s, 2H), 7.18 (t, J=76.2 Hz, 1H), 7... Starting materials: [OH-].[Na+] (NaOH), C1(=CC=CC=C1)O (phenol), C(C1=CC=CC=C1)OC=1C=C2C=CC(=NC2=CC1)Cl (6-(benzyloxy)-2-chloroquinoline), C(CCC)[N+](CCCC)(CCCC)CCCC (tetrabutyl ammonium). Run in O (Water), C1(=CC=CC=C1)C (toluene). Reaction conditions: time 50 minute. Product: C(C1=CC=CC=C1)OC=1C=C2C=CC(=NC2=CC1)OC1=CC=CC=C1 (6-(benzyloxy)-2-phenoxyquinoline). Reaction SMILES: [OH-].[Na+].[C:3]1([OH:9])[CH:8]=[CH:7][CH:6]=[CH:5][CH:4]=1.[CH2:10]([O:17][C:18]1[CH:19]=[C:20]2[C:25](=[CH:26][CH:27]=1)[N:24]=[C:23](Cl)[CH:22]=[CH:21]2)[C:11]1[CH:16]=[CH:15][CH:14]=[CH:13][CH:12]=1.C([N+](CCCC)(CCCC)CCCC)CCC>O.C1(C)C=CC=CC=1>[CH2:10]([O:17][C:18]1[CH:19]=[C:20]2[C:25](=[CH:26][CH:27]=1)[N:24]=[C:23]([O:9][C:3]1[CH:8]=[CH:7][CH:6]=[CH:5][CH:4]=1)[CH:22]=[CH:21]2)[C:11]1[CH:16]=[CH:15][CH:14]=[CH:13][CH:12]=1 |f:0.1|. Procedure details: To a 50% (w/w) NaOH solution (10.2 ml) is added phenol (0.697 g). After 50 minutes at room temperature, toluene (10.21 ml) and 6-(benzyloxy)-2-chloroquinoline 12 (2 g) and tetrabutyl ammonium (2.062 g) are added. The solution is stirred under argon at reflux for 24 h. Water (5 ml) is added and the solution is extracted with toluene (3×10 ml). The organic phases are dried over MgSO4 and evaporated under vacuum. The residue is purified by silica gel chromatography using AcOEt/cyclohexane 20/80 as ... Reactants: ClC=1C=C(C=C(C1)Cl)NC(=O)N1[C@](C(=O)O)(CCC1)CC1=CC=C(C=C1)C(=O)O (N-[N-(3,5-dichlorophenyl)carbamoyl]-2-(4-carboxybenzyl)proline), O=S(Cl)Cl (SOCl2). Reaction conditions: temperature 100 celsius, time 18 hour. The product is C(=O)(O)C1=CC=C(CC23C(N(C(N3CCC2)=O)C2=CC(=CC(=C2)Cl)Cl)=O)C=C1 (5-(4-Carboxybenzyl)-3-(3,5-dichlorophenyl)-1,3-diazabicyclo[3.3.0]octane-2,4-dione). The yield is 62.6%. Reaction SMILES: [Cl:1][C:2]1[CH:3]=[C:4]([NH:9][C:10]([N:12]2[CH2:19][CH2:18][CH2:17][C@@:13]2([CH2:20][C:21]2[CH:26]=[CH:25][C:24]([C:27]([OH:29])=[O:28])=[CH:23][CH:22]=2)[C:14]([OH:16])=O)=[O:11])[CH:5]=[C:6]([Cl:8])[CH:7]=1.O=S(Cl)Cl>>[C:27]([C:24]1[CH:25]=[CH:26][C:21]([CH2:20][C:13]23[CH2:17][CH2:18][CH2:19][N:12]2[C:10](=[O:11])[N:9]([C:4]2[CH:5]=[C:6]([Cl:8])[CH:7]=[C:2]([Cl:1])[CH:3]=2)[C:14]3=[O:16])=[CH:22][CH:23]=1)([OH:29])=[O:28]. Procedure: A mixture of N-[N-(3,5-dichlorophenyl)carbamoyl]-2-(4-carboxybenzyl)proline (0.080 g) and SOCl2 (2.0 mL) was heated at 100° C. for 1 hour. The solution was evaporated. The residue was dissolved in toluene, evaporated and dried under vacuum. The residue was dissolved in a mixture of THF/H2O (4/0.4 mL) and the solution was stirred for 18 hours. It was diluted with EtOAc and water. The organic layer was separated, washed with water, brine, dried (MgSO4), filtered, and concentrated. Purification by ... Starting materials: FC1=C(C=C(C=C1)S(=O)(=O)CCC)C#C[Si](C)(C)C ({[2-Fluoro-5-(propylsulfonyl)phenyl]ethynyl}trimethyl silane), BrC1=C(C=CC(=C1)S(=O)(=O)CCC)Cl (2-bromo-1-chloro-4-(propylsulfonyl)benzene), BrC1=C(C=CC(=C1)S(=O)(=O)CCC)Cl (2-bromo-1-chloro-4-(propylsulfonyl)benzene), C(C)(C)(C)OC(COC1=C(C=C(C=C1)Cl)C#C)=O (tert-butyl(4-chloro-2-ethynylphenoxy)acetate), C(C)(C)(C)OC(COC1=C(C=C(C=C1)Cl)C#C)=O (tert-butyl(4-chloro-2-ethynylphenoxy)acetate). Procedure details: Following the general method as outlined in Intermediate 107, starting from (4-chloro-2-ethynyl-phenoxy)-acetic acid tert-butyl ester (Intermediate 3) and 2-bromo-1-chloro-4-(propylsulfonyl)benzene (Intermediate 126), the title compound was obtained as a colorless oil after purification by flash column chromatography (silica), eluting with cyclohexane containing increasing amounts of EtOAc. Yields the product C(C)(C)(C)OC(COC1=C(C=C(C=C1)Cl)C#CC1=C(C=CC(=C1)S(=O)(=O)CCC)Cl)=O (tert-butyl(4-chloro-2-{[2-chloro-5-(propylsulfonyl)phenyl]ethynyl}phenoxy)acetate). RXN SMILES: FC1C=CC(S(CCC)(=O)=O)=CC=1C#C[Si](C)(C)C.[C:20]([O:24][C:25](=[O:37])[CH2:26][O:27][C:28]1[CH:33]=[CH:32][C:31]([Cl:34])=[CH:30][C:29]=1[C:35]#[CH:36])([CH3:23])([CH3:22])[CH3:21].Br[C:39]1[CH:44]=[C:43]([S:45]([CH2:48][CH2:49][CH3:50])(=[O:47])=[O:46])[CH:42]=[CH:41][C:40]=1[Cl:51]>>[C:20]([O:24][C:25](=[O:37])[CH2:26][O:27][C:28]1[CH:33]=[CH:32][C:31]([Cl:34])=[CH:30][C:29]=1[C:35]#[C:36][C:41]1[CH:42]=[C:43]([S:45]([CH2:48][CH2:49][CH3:50])(=[O:46])=[O:47])[CH:44]=[CH:39][C:40]=1[Cl:51])([CH3:23])([CH3:22])[CH3:21]. The reactants are BrCC1=NSC=C1 (3-bromomethylisothiazole), C(CN)N (ethylenediamine), S1N=C(C=C1)CNCCN (N-(3-isothiazolylmethyl)ethylenediamine), CN=C=S (methyl isothiocyanate). Yields the product CNC(=S)NCCNCC1=NSC=C1 (N-methyl-N'-[2-(3-isothiazolylmethylamino)ethyl]thiourea). Reaction SMILES: BrCC1C=CSN=1.C(N)CN.[S:12]1[CH:16]=[CH:15][C:14]([CH2:17][NH:18][CH2:19][CH2:20][NH2:21])=[N:13]1.[CH3:22][N:23]=[C:24]=[S:25]>>[CH3:22][NH:23][C:24]([NH:21][CH2:20][CH2:19][NH:18][CH2:17][C:14]1[CH:15]=[CH:16][S:12][N:13]=1)=[S:25]. Procedure: Reaction of 3-bromomethylisothiazole with ethylenediamine by the procedure of Example 34 and reaction of the resulting N-(3-isothiazolylmethyl)ethylenediamine with methyl isothiocyanate by the procedure of Example 3(b) and then chromatographing gives N-methyl-N'-[2-(3-isothiazolylmethylamino)ethyl]thiourea. This intermediate is reacted with lead cyanamide by the procedure of Example 3(b) to give N-cyano-N'-[2-(3-isothiazolylmethylamino)ethyl]-N"-methylguanidine. Hydrolysis of the last prepared c...